From a dataset of the Open Reaction Database (ORD), a public repository of structured organic reaction records. describe an organic reaction: reactants, conditions, products, and yield The reactants are BrCC1=NC=CC(=C1)I (2-(Bromomethyl)-4-iodopyridine), N1CCOCC1 (morpholine). Reagents/catalysts: [I-].[Na+] (sodium iodide). Run in COCCOC (1,2-dimethoxyethane). Conditions: temperature 90 celsius. Yields the product IC1=CC(=NC=C1)CN1CCOCC1 (4-[(4-iodo-2-pyridinyl)methyl]morpholine). The yield is 61.7%. RXN SMILES: Br[CH2:2][C:3]1[CH:8]=[C:7]([I:9])[CH:6]=[CH:5][N:4]=1.[NH:10]1[CH2:15][CH2:14][O:13][CH2:12][CH2:11]1>COCCOC.[I-].[Na+]>[I:9][C:7]1[CH:6]=[CH:5][N:4]=[C:3]([CH2:2][N:10]2[CH2:15][CH2:14][O:13][CH2:12][CH2:11]2)[CH:8]=1 |f:3.4|. Reported procedure: 2-(Bromomethyl)-4-iodopyridine (500 mg, 1.68 mmol) in 1,2-dimethoxyethane (15 ml) was treated with morpholine (1.00 g, 11.48 mmol) and sodium iodide (13 mg, 0.09 mmol) and the resulting solution was heated at 90° C. for 5 h. After cooled to room temperature, the reaction mixture was partitioned between dichloromethane and saturated aqueous sodium bicarbonate. The organic layer was dried over MgSO4 and concentrated to give 4-[(4-iodo-2-pyridinyl)methyl]morpholine as a brown solid (315 mg, 62% yie... Reaction SMILES: [CH3:36][C:37]#[N:38].[Cl:1][C:2]1=[C:6]([c:7]2[cH:8][cH:9][cH:10][cH:11][cH:12]2)[S:5](=[O:13])(=[O:14])[N:4]([CH:15]([CH3:16])[CH3:17])[C:3]1=[O:18].[F:19][C:20]([c:21]1[n:22][c:23]([N:27]2[CH2:28][CH2:29][CH:30]([NH2:33])[CH2:31][CH2:32]2)[n:24][cH:25][cH:26]1)([F:34])[F:35]>>[C:2]1([NH:33][CH:30]2[CH2:29][CH2:28][N:27]([c:23]3[n:22][c:21]([C:20]([F:19])([F:34])[F:35])[cH:26][cH:25][n:24]3)[CH2:32][CH2:31]2)=[C:6]([c:7]2[cH:8][cH:9][cH:10][cH:11][cH:12]2)[S:5](=[O:13])(=[O:14])[N:4]([CH:15]([CH3:16])[CH3:17])[C:3]1=[O:18]. The product is CC(C)N1C(=O)C(NC2CCN(c3nccc(C(F)(F)F)n3)CC2)=C(c2ccccc2)S1(=O)=O. Reactants: CC#N, CC(C)N1C(=O)C(Cl)=C(c2ccccc2)S1(=O)=O, NC1CCN(c2nccc(C(F)(F)F)n2)CC1. Reactants: CC(C)(C)c1cc([N+](=O)[O-])c(C(=O)O)s1, C1CCOC1, CN(C)CCN1CCNC(C)(C)C1=O, CCOC(C)=O, CCN(C(C)C)C(C)C, O=S(Cl)Cl. The product is CN(C)CCN1CCN(C(=O)c2sc(C(C)(C)C)cc2[N+](=O)[O-])C(C)(C)C1=O. As a reaction SMILES: [C:1]([CH3:2])([CH3:3])([CH3:4])[c:5]1[cH:6][c:7]([N+:13](=[O:14])[O-:15])[c:8]([C:10](=[O:11])[OH:12])[s:9]1.[CH2:16]1[O:17][CH2:18][CH2:19][CH2:20]1.[CH3:21][N:22]([CH2:23][CH2:24][N:25]1[C:26](=[O:33])[C:27]([CH3:31])([CH3:32])[NH:28][CH2:29][CH2:30]1)[CH3:34].[CH3:48][CH2:49][O:50][C:51](=[O:52])[CH3:53].[CH:35]([N:36]([CH2:37][CH3:38])[CH:39]([CH3:40])[CH3:41])([CH3:42])[CH3:43].[S:44]([Cl:45])([Cl:46])=[O:47]>>[C:1]([CH3:2])([CH3:3])([CH3:4])[c:5]1[cH:6][c:7]([N+:13](=[O:14])[O-:15])[c:8]([C:10](=[O:12])[N:28]2[C:27]([CH3:31])([CH3:32])[C:26](=[O:33])[N:25]([CH2:24][CH2:23][N:22]([CH3:21])[CH3:34])[CH2:30][CH2:29]2)[s:9]1.